Dataset: the Open Reaction Database (ORD), a public repository of structured organic reaction records. Task: describe an organic reaction: reactants, conditions, products, and yield Conditions: temperature 80 celsius, time 15 hour. The reactants are ClC1=C(C(=O)Cl)C=C(C=C1)C (2-chloro-5-methylbenzoyl chloride), [Cl-].[Al+3].[Cl-].[Cl-] (aluminum chloride). Isolated yield 157.5%. Run in ClC1=CC=CC=C1 (chlorobenzene). As a reaction SMILES: [Cl:1][C:2]1[CH:10]=[CH:9][C:8]([CH3:11])=[CH:7][C:3]=1[C:4](Cl)=[O:5].[Cl-:12].[Al+3].[Cl-].[Cl-]>ClC1C=CC=CC=1>[Cl:12][C:2]1[CH:10]=[CH:9][C:8]([C:4]([C:3]2[CH:7]=[C:8]([CH3:11])[CH:9]=[CH:10][C:2]=2[Cl:1])=[O:5])=[CH:7][CH:3]=1 |f:1.2.3.4|. Procedure details: A stirred solution of 2-chloro-5-methylbenzoyl chloride (9.41 g, 49.8 mmol) in chlorobenzene (14 ml) at 80° C. was treated with aluminum chloride (7.32 g, 54.9 mmol) in portions over 15 minutes. The mixture was stirred 15 hours at 80° C., cooled, quenched by addition of ice and concentrated hydrochloric acid (5.0 ml) and extracted with diethyl ether (2×50 ml). The combined extracts were washed with water, dried over anhydrous magnesium sulfate, and evaporated under vacuum. The residue was crysta... The product is ClC1=CC=C(C(=O)C=2C=C(C=CC2Cl)C)C=C1 (3-(4-chlorobenzoyl)-4-chlorotoluene). Reactants: C[Si](C)(C)CCOCn1cnc(Cl)c1C(=O)NCc1ccc(Cl)c(Oc2ccc(F)c(C#N)c2)c1F, ClCCl, O=C(O)C(F)(F)F. Yields the product N#Cc1cc(Oc2c(Cl)ccc(CNC(=O)c3[nH]cnc3Cl)c2F)ccc1F. As a reaction SMILES: [Cl:1][c:2]1[n:3][cH:4][n:5]([CH2:29][O:30][CH2:31][CH2:32][Si:33]([CH3:34])([CH3:35])[CH3:36])[c:6]1[C:7](=[O:8])[NH:9][CH2:10][c:11]1[c:12]([F:28])[c:13]([O:18][c:19]2[cH:20][c:21]([C:26]#[N:27])[c:22]([F:25])[cH:23][cH:24]2)[c:14]([Cl:17])[cH:15][cH:16]1.[Cl:44][CH2:45][Cl:46].[F:37][C:38]([F:39])([F:40])[C:41]([OH:42])=[O:43]>>[Cl:1][c:2]1[n:3][cH:4][nH:5][c:6]1[C:7](=[O:8])[NH:9][CH2:10][c:11]1[c:12]([F:28])[c:13]([O:18][c:19]2[cH:20][c:21]([C:26]#[N:27])[c:22]([F:25])[cH:23][cH:24]2)[c:14]([Cl:17])[cH:15][cH:16]1.